From a dataset of the Open Reaction Database (ORD), a public repository of structured organic reaction records. describe an organic reaction: reactants, conditions, products, and yield Starting materials: O=[N+]([O-])c1cc(F)c(Br)cc1F, C[O-], CO, ClCCl, [Na+]. Yields the product COc1cc(Br)c(F)cc1[N+](=O)[O-]. As a reaction SMILES: [Br:1][c:2]1[c:3]([F:12])[cH:4][c:5]([N+:9](=[O:10])[O-:11])[c:6]([F:8])[cH:7]1.[CH3:13][O-:14].[CH3:16][OH:17].[Cl:18][CH2:19][Cl:20].[Na+:15]>>[Br:1][c:2]1[c:3]([F:12])[cH:4][c:5]([N+:9](=[O:10])[O-:11])[c:6]([O:14][CH3:13])[cH:7]1. Reactants: O=C(O)c1ccc(Br)o1, CCC=CCCCCCCCCCCO, CC(C)CCCC(C)CCCC(C)CCO, O=C(O)c1ccc(Cl)o1. Product: CC(C)CCCC(C)CCCC(C)CCOc1ccc(C(=O)O)o1. RXN SMILES: [Br:32][c:33]1[cH:34][cH:35][c:36]([C:38](=[O:39])[OH:40])[o:37]1.[CH2:17]([OH:18])[CH2:19][CH2:20][CH2:21][CH2:22][CH2:23][CH2:24][CH2:25][CH2:26][CH2:27][CH:28]=[CH:29][CH2:30][CH3:31].[CH3:1][CH:2]([CH2:3][CH2:4][OH:5])[CH2:6][CH2:7][CH2:8][CH:9]([CH2:10][CH2:11][CH2:12][CH:13]([CH3:14])[CH3:15])[CH3:16].[Cl:41][c:42]1[o:43][c:44]([C:45]([OH:46])=[O:47])[cH:48][cH:49]1>>[CH3:1][CH:2]([CH2:3][CH2:4][O:5][c:33]1[cH:34][cH:35][c:36]([C:38](=[O:39])[OH:40])[o:37]1)[CH2:6][CH2:7][CH2:8][CH:9]([CH2:10][CH2:11][CH2:12][CH:13]([CH3:14])[CH3:15])[CH3:16].